This data is from the Open Reaction Database (ORD), a public repository of structured organic reaction records. The task is: describe an organic reaction: reactants, conditions, products, and yield Reactants: O=C(OC(Cl)(Cl)Cl)Cl (diphosgene), C(C=C)OC([C@@H](N)CC(C)C)=O (leucine allyl ester), C (charcoal). Run in O1CCOCC1 (dioxane). The product is [N-]=C=O.C(C=C)OC([C@@H](N)CC(C)C)=O (leucine allyl ester isocyanate). RXN SMILES: O=C(Cl)[O:3][C:4](Cl)(Cl)Cl.[CH2:9]([O:12][C:13](=[O:20])[C@H:14]([CH2:16][CH:17]([CH3:19])[CH3:18])[NH2:15])[CH:10]=[CH2:11].C>O1CCOCC1>[N-:15]=[C:4]=[O:3].[CH2:9]([O:12][C:13](=[O:20])[C@H:14]([CH2:16][CH:17]([CH3:18])[CH3:19])[NH2:15])[CH:10]=[CH2:11] |f:4.5|. Reported procedure: 0.35 mol diphosgene is added dropwise over 1 hour to a mixture of 0.28 mol of leucine allyl ester, prepared as described by H. Waldmann and H. Kunz in Liebigs Ann. Chem., 1983, 1712-1725, and 0.4 g activated charcoal in 400 mL dioxane under N2. The reaction mixture is then heated and stirred at reflux for 21/2 hours. The reaction mixture is then cooled, filtered, and concentrated to dryness by rotary evaporator, keeping exposure to moisture to a minimum. The crude product is re-dissolved in 100 ...